From a dataset of the Open Reaction Database (ORD), a public repository of structured organic reaction records. describe an organic reaction: reactants, conditions, products, and yield The reactants are O=C1CCC(=O)N1Br, O=C(OOC(=O)c1ccccc1)c1ccccc1, ClC(Cl)(Cl)Cl, Cc1ccc(I)cc1Cl. The product is Clc1cc(I)ccc1CBr. RXN SMILES: [Br:10][N:11]1[C:12](=[O:13])[CH2:14][CH2:15][C:16]1=[O:17].[C:18]([O:19][O:20][C:21](=[O:22])[c:23]1[cH:24][cH:25][cH:26][cH:27][cH:28]1)(=[O:29])[c:30]1[cH:31][cH:32][cH:33][cH:34][cH:35]1.[C:36]([Cl:37])([Cl:38])([Cl:39])[Cl:40].[Cl:1][c:2]1[cH:3][c:4]([I:9])[cH:5][cH:6][c:7]1[CH3:8]>>[Cl:1][c:2]1[cH:3][c:4]([I:9])[cH:5][cH:6][c:7]1[CH2:8][Br:10]. Reactants: FC(C1=CC=C2C(=CC=NC2=C1)S)(F)F (7-Trifluoromethyl-4-quinoline-thiol), BrCC1=CC(=CC=C1)CBr (1,3-bis-bromomethyl-benzene), C(Cl)(Cl)Cl (CHCl3), C(=O)([O-])[O-].[K+].[K+] (K2CO3). The reagents and catalysts are CCCC[N+](CCCC)(CCCC)CCCC.[Br-] (TBABr). Solvent: O (H2O), O (water). Reaction conditions: temperature 20 celsius, time 15 hour. Yields the product BrCC=1C=C(CSC2=CC=NC3=CC(=CC=C23)C(F)(F)F)C=CC1 (4-(3-(Bromomethyl)benzylthio)-7-(trifluoromethyl)quinoline). Yield: 61.1%. As a reaction SMILES: [F:1][C:2]([F:15])([F:14])[C:3]1[CH:12]=[C:11]2[C:6]([C:7]([SH:13])=[CH:8][CH:9]=[N:10]2)=[CH:5][CH:4]=1.[Br:16][CH2:17][C:18]1[CH:23]=[CH:22][CH:21]=[C:20]([CH2:24]Br)[CH:19]=1.C(Cl)(Cl)Cl.C([O-])([O-])=O.[K+].[K+]>CCCC[N+](CCCC)(CCCC)CCCC.[Br-].O>[Br:16][CH2:17][C:18]1[CH:19]=[C:20]([CH:21]=[CH:22][CH:23]=1)[CH2:24][S:13][C:7]1[C:6]2[C:11](=[CH:12][C:3]([C:2]([F:1])([F:14])[F:15])=[CH:4][CH:5]=2)[N:10]=[CH:9][CH:8]=1 |f:3.4.5,6.7|. Procedure details: 7-Trifluoromethyl-4-quinoline-thiol (3.0 g, 13.1 mmol), 1,3-bis-bromomethyl-benzene (10.4 g, 39.3 mmol) and CHCl3 (150 mL) were charged in a 250 ml round-bottomed flask equipped with a magnetic stirrer. TBABr (0.5 g, 1.5 mmol) and water (12 mL) were added and the reaction mixture was stirred for 15 h at 20° C. The reaction mixture was poured in 10 mL of H2O with K2CO3 (1.8 g, 13.1 mmol), extracted with CH2Cl2 (400 mL). The organic layer was washed with water (30 mL), brine (2×30 mL), dried over ... Reactants: C(C1=CC=CC=C1)[C@@H]1N(C(OC1)=O)C(CCC1=CC=CC=C1)=O ((S)-4-Benzyl-3-(3-phenylpropionyl)oxazolidin-2-one), O1COCOC1 (1,3,5-trioxane), CCN(C(C)C)C(C)C (DIPEA). Reagents/catalysts: [Ti](Cl)(Cl)(Cl)Cl (titanium tetrachloride), [Ti](Cl)(Cl)(Cl)Cl (titanium tetrachloride). The solvent is C(Cl)Cl (DCM), C(Cl)Cl (DCM), C(Cl)Cl (DCM), C(Cl)Cl (DCM). Reaction conditions: time 20 minute. Yields the product C(C1=CC=CC=C1)[C@@H]1N(C(OC1)=O)C([C@H](CC1=CC=CC=C1)CO)=O ((S)-4-Benzyl-3-((R)-2-hydroxymethyl-3-phenylpropionyl)-oxazolidin-2-one). Reaction SMILES: [CH2:1]([C@H:8]1[CH2:12][O:11][C:10](=[O:13])[N:9]1[C:14](=[O:23])[CH2:15][CH2:16][C:17]1[CH:22]=[CH:21][CH:20]=[CH:19][CH:18]=1)[C:2]1[CH:7]=[CH:6][CH:5]=[CH:4][CH:3]=1.CCN(C(C)C)C(C)C.[O:33]1COCO[CH2:34]1>C(Cl)Cl.[Ti](Cl)(Cl)(Cl)Cl>[CH2:1]([C@H:8]1[CH2:12][O:11][C:10](=[O:13])[N:9]1[C:14](=[O:23])[C@@H:15]([CH2:34][OH:33])[CH2:16][C:17]1[CH:22]=[CH:21][CH:20]=[CH:19][CH:18]=1)[C:2]1[CH:3]=[CH:4][CH:5]=[CH:6][CH:7]=1. Reported procedure: 1 M of titanium tetrachloride in DCM (43 mL) was added to a solution of intermediate (7b) (12.7 g, 41 mmol) in DCM (150 mL) at 0° C. under nitrogen. After 20 minutes, DIPEA (7.9 mL, 45.2 mmol) was added dropwise at 0° C. After 80 minutes, 1,3,5-trioxane (4.1 g, 45.2 mmol) in DCM (30 mL) was added, followed by a second equivalent of 1 M titanium tetrachloride in DCM after 10 minutes. After 2.5 hours at 0° C., the mixture was quenched with saturated aqueous NH4Cl (150 mL). The product was extracte...